Dataset: the Open Reaction Database (ORD), a public repository of structured organic reaction records. Task: describe an organic reaction: reactants, conditions, products, and yield Reactants: O (water), NC1=CC=C(C=C1)N1N=C(C=C1C1=CC=C(C=C1)S(=O)(=O)C)C#N (1-(4-aminophenyl)-5-[4-(methylsulfonyl)phenyl]pyrazole-3-carbonitrile), CI (methyl iodide), C([O-])([O-])=O.[K+].[K+] (potassium carbonate). Run in CN(C=O)C (N,N-dimethylformamide). Reaction conditions: time 1 hour. Product: CNC1=CC=C(C=C1)N1N=C(C=C1C1=CC=C(C=C1)S(=O)(=O)C)C#N (1-[4-(methylamino)phenyl]-5-[4-(methylsulfonyl)phenyl]pyrazole-3 -carbonitrile). Yield: 29.8%. RXN SMILES: [NH2:1][C:2]1[CH:7]=[CH:6][C:5]([N:8]2[C:12]([C:13]3[CH:18]=[CH:17][C:16]([S:19]([CH3:22])(=[O:21])=[O:20])=[CH:15][CH:14]=3)=[CH:11][C:10]([C:23]#[N:24])=[N:9]2)=[CH:4][CH:3]=1.CI.[C:27](=O)([O-])[O-].[K+].[K+].O>CN(C)C=O>[CH3:27][NH:1][C:2]1[CH:7]=[CH:6][C:5]([N:8]2[C:12]([C:13]3[CH:18]=[CH:17][C:16]([S:19]([CH3:22])(=[O:21])=[O:20])=[CH:15][CH:14]=3)=[CH:11][C:10]([C:23]#[N:24])=[N:9]2)=[CH:4][CH:3]=1 |f:2.3.4|. Reported procedure: A mixture of 1-(4-aminophenyl)-5-[4-(methylsulfonyl)phenyl]pyrazole-3-carbonitrile (1 g), methyl iodide (0.42 g) and potassium carbonate (0.6 g) in N,N-dimethylformamide (10 ml) was stirred at ambient temperature for 1 hour. The mixture was poured into water and extracted with ethyl acetate. The extract was washed with water, dried, and concentrated. The residue (1.2 g) was purified by column chromatography on silica gel (20 g) eluting with chloroform to give crystals of 1-[4-(methylamino)phenyl... Starting materials: N(N)C1=CC(N(C(N1CC(C)C)=O)C)=O (6-hydrazino-1-isobutyl-3-methylpyrimidine-2,4(1H,3H)-dione), ClC=1C=C2C(=CNC2=CC1)C=O (5-chloro-1H-indole-3-carbaldehyde), C(=O)C1=CC(=CN1C)C(=O)OC (methyl 5-formyl-1-methyl-1H-pyrrole-3-carboxylate). Product: ClC=1C=C2C(=CNC2=CC1)CN1N=C2N(C(N(C(C2=C1C1=CC(=CN1C)C(=O)OC)=O)C)=O)CC(C)C (methyl 5-{2-[(5-chloro-1H-indol-3-yl)methyl]-7-isobutyl-5-methyl-4,6-dioxo-4,5,6,7-tetrahydro-2H-pyrazolo[3,4-d]pyrimidin-3-yl}-1-methyl-1H-pyrrole-3-carboxylate). As a reaction SMILES: [NH:1]([C:3]1[N:8]([CH2:9][CH:10]([CH3:12])[CH3:11])[C:7](=[O:13])[N:6]([CH3:14])[C:5](=[O:15])[CH:4]=1)[NH2:2].[Cl:16][C:17]1[CH:18]=[C:19]2[C:23](=[CH:24][CH:25]=1)[NH:22][CH:21]=[C:20]2[CH:26]=O.[CH:28]([C:30]1[N:34]([CH3:35])[CH:33]=[C:32]([C:36]([O:38][CH3:39])=[O:37])[CH:31]=1)=O>>[Cl:16][C:17]1[CH:18]=[C:19]2[C:23](=[CH:24][CH:25]=1)[NH:22][CH:21]=[C:20]2[CH2:26][N:2]1[C:28]([C:30]2[N:34]([CH3:35])[CH:33]=[C:32]([C:36]([O:38][CH3:39])=[O:37])[CH:31]=2)=[C:4]2[C:3]([N:8]([CH2:9][CH:10]([CH3:11])[CH3:12])[C:7](=[O:13])[N:6]([CH3:14])[C:5]2=[O:15])=[N:1]1. Reported procedure: This compound was made following the procedure described above, starting with 6-hydrazino-1-isobutyl-3-methylpyrimidine-2,4(1H,3H)-dione, and condensing first with 5-chloro-1H-indole-3-carbaldehyde, followed by methyl 5-formyl-1-methyl-1H-pyrrole-3-carboxylate. Mass: 523.15 (M+H).